This data is from the Open Reaction Database (ORD), a public repository of structured organic reaction records. The task is: describe an organic reaction: reactants, conditions, products, and yield The reactants are CC=1C=CC(=CC1)S(=O)(=O)O (TsOH), C(C1=CC=CC=C1)(=O)OC=1C=C2CCC(C2=CC1)O (1-hydroxy-2,3-dihydro-1H-inden-5-yl benzoate), [O-]S(=O)(=O)[O-].[Mg+2] (MgSO4). The solvent is C1(=CC=CC=C1)C (toluene). Reaction conditions: temperature 95 celsius, time 8 hour. Product: C(C1=CC=CC=C1)(=O)OC1=CC=C2C=CCC2=C1 (1H-Inden-6-yl benzoate). RXN SMILES: CC1C=CC(S(O)(=O)=O)=CC=1.[C:12]([O:20][C:21]1[CH:22]=[C:23]2[C:27](=[CH:28][CH:29]=1)[CH:26](O)[CH2:25][CH2:24]2)(=[O:19])[C:13]1[CH:18]=[CH:17][CH:16]=[CH:15][CH:14]=1.[O-]S([O-])(=O)=O.[Mg+2]>C1(C)C=CC=CC=1>[C:12]([O:20][C:21]1[CH:22]=[C:23]2[C:27]([CH:26]=[CH:25][CH2:24]2)=[CH:28][CH:29]=1)(=[O:19])[C:13]1[CH:14]=[CH:15][CH:16]=[CH:17][CH:18]=1 |f:2.3|. Procedure details: TsOH (850 mg, 9.449 mmol) was added to a stirred mixture of 1-hydroxy-2,3-dihydro-1H-inden-5-yl benzoate (120 g, 472.441 mmol) and MgSO4 (113.4 g, 944.882 mmol) in toluene at rt under nitrogen, and the reaction mixture was stirred at 90-100° C. overnight. The solid was filtered off and the filtrate was concentrated under reduced pressure. The residue was purified by column chromatography (PE) to give the title compound. 1H-NMR (400 MHz, CDCl3): δ 8.22-8.24 (m, 2H), 7.62-7.66 (m, 1H), 7.50-7.54 (... The reactants are [Cl-], ClCc1ccc(Sc2ccccc2)cc1, [Na+], N#C[Na], O. Product: N#CCc1ccc(Sc2ccccc2)cc1. As a reaction SMILES: [Cl-:20].[Cl:1][CH2:2][c:3]1[cH:4][cH:5][c:6]([S:9][c:10]2[cH:11][cH:12][cH:13][cH:14][cH:15]2)[cH:7][cH:8]1.[Na+:19].[Na:16][C:17]#[N:18].[OH2:21]>>[CH2:2]([c:3]1[cH:4][cH:5][c:6]([S:9][c:10]2[cH:11][cH:12][cH:13][cH:14][cH:15]2)[cH:7][cH:8]1)[C:17]#[N:18]. Yield: 72.5%. Reported procedure: A solution of 4-(S)-benzyl-3-[3,3-bis-(4-chloro-phenyl)-propionyl]-oxazolidin-2-one (2.0 g, 4.4 mmol) in THF (25 mL) was cooled to −78° C. and added via cannula to a solution of potassium bis(trimethylsilyl)amide (0.5 M in toluene, 9.7 mL, 4.8 mmol) in THF (15 mL) at −78° C. After 30 min at −78° C., a solution of 2,4,6-triisopropylbenzenesulfonyl azide (1.77 g, 5.7 mmol) in THF (15 mL) was cooled to −78° C. and added via cannula. After 1 min, the reaction was quenched by addition of AcOH (1.2 mL... Run in C1CCOC1 (THF), C1CCOC1 (THF), C1CCOC1 (THF). Starting materials: C[Si](C)(C)[N-][Si](C)(C)C.[K+] (potassium bis(trimethylsilyl)amide), C(C)(C)C1=C(C(=CC(=C1)C(C)C)C(C)C)S(=O)(=O)N=[N+]=[N-] (2,4,6-triisopropylbenzenesulfonyl azide), CC(=O)O (AcOH), C(C1=CC=CC=C1)[C@@H]1N(C(OC1)=O)C(CC(C1=CC=C(C=C1)Cl)C1=CC=C(C=C1)Cl)=O (4-(S)-benzyl-3-[3,3-bis-(4-chloro-phenyl)-propionyl]-oxazolidin-2-one). RXN SMILES: [CH2:1]([C@H:8]1[CH2:12][O:11][C:10](=[O:13])[N:9]1[C:14](=[O:31])[CH2:15][CH:16]([C:24]1[CH:29]=[CH:28][C:27]([Cl:30])=[CH:26][CH:25]=1)[C:17]1[CH:22]=[CH:21][C:20]([Cl:23])=[CH:19][CH:18]=1)[C:2]1[CH:7]=[CH:6][CH:5]=[CH:4][CH:3]=1.C[Si]([N-][Si](C)(C)C)(C)C.[K+].C(C1C=C(C(C)C)C=C(C(C)C)C=1S([N:60]=[N+:61]=[N-:62])(=O)=O)(C)C.CC(O)=O>C1COCC1>[N:60]([C@@H:15]([CH:16]([C:24]1[CH:29]=[CH:28][C:27]([Cl:30])=[CH:26][CH:25]=1)[C:17]1[CH:22]=[CH:21][C:20]([Cl:23])=[CH:19][CH:18]=1)[C:14]([N:9]1[C@@H:8]([CH2:1][C:2]2[CH:7]=[CH:6][CH:5]=[CH:4][CH:3]=2)[CH2:12][O:11][C:10]1=[O:13])=[O:31])=[N+:61]=[N-:62] |f:1.2|. The product is N(=[N+]=[N-])[C@H](C(=O)N1C(OC[C@@H]1CC1=CC=CC=C1)=O)C(C1=CC=C(C=C1)Cl)C1=CC=C(C=C1)Cl (3-[2-(S)-Azido-3,3-bis-(4-chloro-phenyl)-propionyl]-4-(S)-benzyl-oxazolidin-2-one). Reaction conditions: time 30 minute. The reactants are C(C)#N (acetonitrile), NC=1C=C(C(=CC1F)F)N1C=C(C(C2=CC(=C(N=C12)Cl)F)=O)C(=O)O (1-(3-amino-4,6-difluorophenyl)-7-chloro-6-fluoro-1,4-dihydro-4-oxo-1,8-naphthyridine-3-carboxylic acid), Cl.Cl.NC1CNC1 (3-aminoazetidine dihydrochloride). The solvent is C(C)N(CC)CC (triethylamine). Reaction conditions: temperature 80 celsius, time 15 hour. Product: NC1CN(C1)C1=C(C=C2C(C(=CN(C2=N1)C1=CC(=C(C=C1F)F)N)C(=O)O)=O)F (7-(3-aminoazetidin-1-yl)-1-(3-amino-4,6-difluorophenyl)-6-fluoro-1,4-dihydro-4-oxo-1,8-naphthyridine-3-carboxylic acid). Yield: 91.2%. Reaction SMILES: C(#N)C.[NH2:4][C:5]1[CH:6]=[C:7]([N:13]2[C:22]3[C:17](=[CH:18][C:19]([F:24])=[C:20](Cl)[N:21]=3)[C:16](=[O:25])[C:15]([C:26]([OH:28])=[O:27])=[CH:14]2)[C:8]([F:12])=[CH:9][C:10]=1[F:11].Cl.Cl.[NH2:31][CH:32]1[CH2:35][NH:34][CH2:33]1>C(N(CC)CC)C>[NH2:31][CH:32]1[CH2:35][N:34]([C:20]2[N:21]=[C:22]3[C:17]([C:16](=[O:25])[C:15]([C:26]([OH:28])=[O:27])=[CH:14][N:13]3[C:7]3[C:8]([F:12])=[CH:9][C:10]([F:11])=[C:5]([NH2:4])[CH:6]=3)=[CH:18][C:19]=2[F:24])[CH2:33]1 |f:2.3.4|. Procedure details: To 200 ml of acetonitrile were added 3.7 g of 1-(3-amino-4,6-difluorophenyl)-7-chloro-6-fluoro-1,4-dihydro-4-oxo-1,8-naphthyridine-3-carboxylic acid, 2.18 g of 3-aminoazetidine dihydrochloride, and 6.06 g of triethylamine. The solution was stirred at 80° C. for 15 hours. The reaction solution was cooled whereupon the precipitated solid was collected by filtration and washed with ethanol and isopropyl ether to give 3.7 g of the title compound.